From a dataset of the Open Reaction Database (ORD), a public repository of structured organic reaction records. describe an organic reaction: reactants, conditions, products, and yield Starting materials: OCC1CC(NCC1)=O ((racemic) 4-(hydroxymethyl)piperidin-2-one), NC1=NC=C(C#N)C(=C1)OCCOC (6-amino-4-(2-methoxyethoxy)nicotinonitrile). Product: NC1=NC=C(C#N)C(=C1)OCC1CC(NCC1)=O ((racemic) 6-amino-4-((2-oxopiperidin-4-yl)methoxy)nicotinonitrile). As a reaction SMILES: [OH:1][CH2:2][CH:3]1[CH2:8][CH2:7][NH:6][C:5](=[O:9])[CH2:4]1.[NH2:10][C:11]1[CH:18]=[C:17](OCCOC)[C:14]([C:15]#[N:16])=[CH:13][N:12]=1>>[NH2:10][C:11]1[CH:18]=[C:17]([O:1][CH2:2][CH:3]2[CH2:8][CH2:7][NH:6][C:5](=[O:9])[CH2:4]2)[C:14]([C:15]#[N:16])=[CH:13][N:12]=1. Procedure details: From (racemic) 4-(hydroxymethyl)piperidin-2-one, synthesized in an analogous manner to intermediate 20, the title compound was obtained as a beige solid. (UPLC-MS 6) tR 0.42; ESI-MS 247.2 [M+H]+. Reactants: C(C)OC1=CC=C(\C=C/2\C(N(C(S2)=O)CCNC(C)=O)=O)C=C1 ((Z)—N-(2-(5-(4-ethoxybenzylidene)-2,4-dioxothiazolidin-3-yl)ethyl)acetamide), NCCN1C(S\C(\C1=O)=C/C1=CC=C(C=C1)OCC)=O ((Z)-3-(2-aminoethyl)-5-(4-ethoxybenzylidene)thiazolidine-2,4-dione), ClC(=O)OC (methyl chloroformate), CCN(C(C)C)C(C)C (DIPEA). Yields the product C(C)OC1=CC=C(\C=C/2\C(N(C(S2)=O)CCNC(OC)=O)=O)C=C1 ((Z)-methyl (2-(5-(4-ethoxybenzylidene)-2,4-dioxothiazolidin-3-yl)ethyl)carbamate). Reaction SMILES: [NH2:1][CH2:2][CH2:3][N:4]1[C:8](=[O:9])/[C:7](=[CH:10]/[C:11]2[CH:16]=[CH:15][C:14]([O:17][CH2:18][CH3:19])=[CH:13][CH:12]=2)/[S:6][C:5]1=[O:20].Cl[C:22]([O:24][CH3:25])=[O:23].CCN(C(C)C)C(C)C.C(OC1C=CC(/C=C2/C(=O)N(CCNC(=O)C)C(=O)S/2)=CC=1)C>>[CH2:18]([O:17][C:14]1[CH:15]=[CH:16][C:11](/[CH:10]=[C:7]2/[C:8](=[O:9])[N:4]([CH2:3][CH2:2][NH:1][C:22](=[O:23])[O:24][CH3:25])[C:5](=[O:20])[S:6]/2)=[CH:12][CH:13]=1)[CH3:19]. Procedure details: The title compound 26a was prepared from compound 76 (101 mg, 0.25 mmol), methyl chloroformate (21 μL, 0.28 mmol) and DIPEA (131 μL, 0.75 mmol) in a manner similar to that described for 25a in 98.2% (86 mg) yield as a yellow solid. The reactants are C(#N)CC(=O)OCC (ethyl cyanoacetate), NC(=S)N (thiourea), C[O-].[Na+] (sodium methoxide). As a reaction SMILES: [C:1]([CH2:3][C:4](OCC)=[O:5])#[N:2].[NH2:9][C:10]([NH2:12])=[S:11].C[O-].[Na+]>>[NH2:2][C:1]1[CH:3]=[C:4]([OH:5])[N:12]=[C:10]([SH:11])[N:9]=1 |f:2.3|. Reported procedure: According to a method described by Baker, Joseph, and Schaub, J. Org. Chem. 19, p. 631 (1954) ethyl cyanoacetate is reacted with thiourea in the presence of sodium methoxide to give 4-amino-6-hydroxy-2-mercaptopyrimidine which is methylated in situ to obtain 4-amino-6-hydroxy-2-(methylthio)pyrimidine. Chlorination of the latter compound with phosphorus oxychloride in dimethylaniline gives the desired 4-amino-6-chloro-2-(methylthio)pyrimidine. Yields using this method are uncertain. The product is NC1=NC(=NC(=C1)O)S (4-amino-6-hydroxy-2-mercaptopyrimidine).